From a dataset of the Open Reaction Database (ORD), a public repository of structured organic reaction records. describe an organic reaction: reactants, conditions, products, and yield The reactants are COC(=O)CBr, CC(=O)[O-], CO, CC(C)c1ccc(N)cc1, [Na+], O. Yields the product COC(=O)CNc1ccc(C(C)C)cc1. RXN SMILES: [Br:11][CH2:12][C:13](=[O:14])[O:15][CH3:16].[CH3:18][C:19](=[O:20])[O-:21].[CH3:23][OH:24].[CH:1]([CH3:2])([CH3:3])[c:4]1[cH:5][cH:6][c:7]([NH2:8])[cH:9][cH:10]1.[Na+:17].[OH2:22]>>[CH:1]([CH3:2])([CH3:3])[c:4]1[cH:5][cH:6][c:7]([NH:8][CH2:12][C:13](=[O:14])[O:15][CH3:16])[cH:9][cH:10]1. The reactants are FC(C1=C(CN2N=CC3=CC(=CC=C23)C=C2C(N=C(S2)N2C[C@@H](NCC2)CO)=O)C=CC(=C1)C(F)(F)F)(F)F (5-[1-(2,4-Bis-trifluoromethyl-benzyl)-1H-indazol-5-ylmethylene]-2-(3-(R)-hydroxymethyl-piperazin-1-yl)-thiazol-4-one), ClC(=O)OC (Methyl chloroformate). The product is FC(C1=C(CN2N=CC3=CC(=CC=C23)C=C2C(N=C(S2)N2C[C@@H](N(CC2)C(=O)OC)CO)=O)C=CC(=C1)C(F)(F)F)(F)F (Methyl 4-[5-({1-[2,4-bis(trifluoromethyl)benzyl]-1H-indazol-5-yl}methylidene)-4-oxo-4,5-dihydro-1,3-thiazol-2-yl]-2-(R)-(hydroxymethyl)piperazine-1-carboxylate). Reaction SMILES: [F:1][C:2]([F:39])([F:38])[C:3]1[CH:33]=[C:32]([C:34]([F:37])([F:36])[F:35])[CH:31]=[CH:30][C:4]=1[CH2:5][N:6]1[C:14]2[C:9](=[CH:10][C:11]([CH:15]=[C:16]3[S:20][C:19]([N:21]4[CH2:26][CH2:25][NH:24][C@@H:23]([CH2:27][OH:28])[CH2:22]4)=[N:18][C:17]3=[O:29])=[CH:12][CH:13]=2)[CH:8]=[N:7]1.Cl[C:41]([O:43][CH3:44])=[O:42]>>[F:39][C:2]([F:38])([F:1])[C:3]1[CH:33]=[C:32]([C:34]([F:37])([F:35])[F:36])[CH:31]=[CH:30][C:4]=1[CH2:5][N:6]1[C:14]2[C:9](=[CH:10][C:11]([CH:15]=[C:16]3[S:20][C:19]([N:21]4[CH2:26][CH2:25][N:24]([C:41]([O:43][CH3:44])=[O:42])[C@@H:23]([CH2:27][OH:28])[CH2:22]4)=[N:18][C:17]3=[O:29])=[CH:12][CH:13]=2)[CH:8]=[N:7]1. Procedure details: Methyl 4-[5-({1-[2,4-bis(trifluoromethyl)benzyl]-1H-indazol-5-yl}methylidene)-4-oxo-4,5-dihydro-1,3-thiazol-2-yl]-2-(R)-(hydroxymethyl)piperazine-1-carboxylate was prepared from 5-[1-(2,4-Bis-trifluoromethyl-benzyl)-1H-indazol-5-ylmethylene]-2-(3-(R)-hydroxymethyl-piperazin-1-yl)-thiazol-4-one (example 139) and Methyl chloroformate. The reactants are CC(C)(C)[O-].[Na+] (NaOtBu), CC=1N=C(N2N=C(N=CC21)N)C2=CC(=CC=C2)C(F)(F)F (5-methyl-7-[3-(trifluoromethyl)phenyl]imidazo[5,1-f][1,2,4]triazin-2-amine), C(C)(C)(C)P(C1=C(C=CC=C1)C1=CC=CC=C1)C(C)(C)C (2-(Di-t-butylphosphino)biphenyl), CC=1N=C(N2N=C(N=CC21)N)C2=CC(=CC=C2)C(F)(F)F (5-methyl-7-[3-(trifluoromethyl)phenyl]imidazo[5,1-f][1,2,4]triazin-2-amine), BrC=1C=C(C=CC1)CCO (2-(3-bromophenyl)ethanol). The reagents and catalysts are C=1C=CC(=CC1)/C=C/C(=O)/C=C/C2=CC=CC=C2.C=1C=CC(=CC1)/C=C/C(=O)/C=C/C2=CC=CC=C2.C=1C=CC(=CC1)/C=C/C(=O)/C=C/C2=CC=CC=C2.[Pd].[Pd] (Pd2(dba)3). Solvent: O1CCOCC1 (1,4-dioxane). Yields the product CC=1N=C(N2N=C(N=CC21)NC=2C=C(C=CC2)CCO)C2=CC(=CC=C2)C(F)(F)F (2-[3-({5-methyl-7-[3-(trifluoromethyl)phenyl]imidazo[5,1-f][1,2,4]triazin-2-yl}amino)phenyl]ethanol). The yield is 53.8%. RXN SMILES: [CH3:1][C:2]1[N:3]=[C:4]([C:12]2[CH:17]=[CH:16][CH:15]=[C:14]([C:18]([F:21])([F:20])[F:19])[CH:13]=2)[N:5]2[C:10]=1[CH:9]=[N:8][C:7]([NH2:11])=[N:6]2.Br[C:23]1[CH:24]=[C:25]([CH2:29][CH2:30][OH:31])[CH:26]=[CH:27][CH:28]=1.C(P(C(C)(C)C)C1C=CC=CC=1C1C=CC=CC=1)(C)(C)C.CC([O-])(C)C.[Na+]>O1CCOCC1.C1C=CC(/C=C/C(/C=C/C2C=CC=CC=2)=O)=CC=1.C1C=CC(/C=C/C(/C=C/C2C=CC=CC=2)=O)=CC=1.C1C=CC(/C=C/C(/C=C/C2C=CC=CC=2)=O)=CC=1.[Pd].[Pd]>[CH3:1][C:2]1[N:3]=[C:4]([C:12]2[CH:17]=[CH:16][CH:15]=[C:14]([C:18]([F:21])([F:19])[F:20])[CH:13]=2)[N:5]2[C:10]=1[CH:9]=[N:8][C:7]([NH:11][C:23]1[CH:24]=[C:25]([CH2:29][CH2:30][OH:31])[CH:26]=[CH:27][CH:28]=1)=[N:6]2 |f:3.4,6.7.8.9.10|. Procedure details: In a similar manner as described for Example 41, 5-methyl-7-[3-(trifluoromethyl)phenyl]imidazo[5,1-f][1,2,4]triazin-2-amine (Intermediate 45) (0.025 g, 0.09 mmol), 2-(3-bromophenyl)ethanol (0.012 mL, 0.09 mmol), Pd2(dba)3 (0.008 g, 0.01 mmol), 2-(Di-t-butylphosphino)biphenyl (0.008 g, 0.03 mmol), and NaOtBu (0.011 g, 0.11 mmol) in 1,4-dioxane (1 mL) gave 2-[3-({5-methyl-7-[3-(trifluoromethyl)phenyl]imidazo[5,1-f][1,2,4]triazin-2-yl}amino)phenyl]ethanol (0.020 g) as a yellow solid. 1H NMR (Aceton... The reactants are CSc1ccc(Br)cc1C=O, CON, Cl, O, c1ccncc1. Product: CON=Cc1cc(Br)ccc1SC. As a reaction SMILES: [Br:1][c:2]1[cH:3][cH:4][c:5]([S:10][CH3:11])[c:6]([CH:7]=[O:8])[cH:9]1.[CH3:13][O:14][NH2:15].[ClH:12].[OH2:16].[cH:17]1[cH:18][cH:19][n:20][cH:21][cH:22]1>>[Br:1][c:2]1[cH:3][cH:4][c:5]([S:10][CH3:11])[c:6]([CH:7]=[N:15][O:14][CH3:13])[cH:9]1.